From a dataset of the Open Reaction Database (ORD), a public repository of structured organic reaction records. describe an organic reaction: reactants, conditions, products, and yield Starting materials: BrB(Br)Br, ClCCl, COc1ccc(F)c(-c2noc(=O)[nH]2)c1F, [Na+], O=C([O-])O. Yields the product O=c1[nH]c(-c2c(F)ccc(O)c2F)no1. As a reaction SMILES: [B:17]([Br:18])([Br:19])[Br:20].[Cl:26][CH2:27][Cl:28].[F:1][c:2]1[c:3](-[c:11]2[n:12][o:13][c:14](=[O:16])[nH:15]2)[c:4]([F:10])[cH:5][cH:6][c:7]1[O:8][CH3:9].[Na+:25].[O-:21][C:22]([OH:23])=[O:24]>>[F:1][c:2]1[c:3](-[c:11]2[n:12][o:13][c:14](=[O:16])[nH:15]2)[c:4]([F:10])[cH:5][cH:6][c:7]1[OH:8]. Starting materials: BrC=1N=C(C(=NC1CC)N[C@H]1[C@H](CC2=CC=CC=C12)O)CC ((1R,2S)-1-[(5-bromo-3,6-diethylpyrazin-2-yl)amino]-2,3-dihydro-1H-inden-2-ol), C(C)C=1C(=NC(=CN1)CC)NC1CCC=2C1=NC=CC2 (N-(3,6-diethylpyrazin-2-yl)-6,7-dihydro-5H-cyclopenta[b]pyridin-7-amine). Yields the product BrC=1N=C(C(=NC1CC)NC1CCC=2C1=NC=CC2)CC (N-(5-bromo-3,6-diethylpyrazin-2-yl)-6,7-dihydro-5H-cyclopenta[b]pyridin-7-amine). RXN SMILES: [Br:1][C:2]1[N:3]=[C:4]([CH2:21][CH3:22])[C:5]([NH:10][C@@H:11]2[C:19]3[C:14](=[CH:15][CH:16]=[CH:17]C=3)[CH2:13][C@@H:12]2O)=[N:6][C:7]=1[CH2:8][CH3:9].C(C1C(NC2C3=NC=CC=C3CC2)=[N:27]C(CC)=CN=1)C>>[Br:1][C:2]1[N:3]=[C:4]([CH2:21][CH3:22])[C:5]([NH:10][CH:11]2[C:19]3=[N:27][CH:17]=[CH:16][CH:15]=[C:14]3[CH2:13][CH2:12]2)=[N:6][C:7]=1[CH2:8][CH3:9]. Reported procedure: Following the procedure for the preparation of (1R,2S)-1-[(5-bromo-3,6-diethylpyrazin-2-yl)amino]-2,3-dihydro-1H-inden-2-ol but substituting N-(3,6-diethylpyrazin-2-yl)-6,7-dihydro-5H-cyclopenta[b]pyridin-7-amine and making non-critical variations provided the title compound as a oil: 1H NMR (300 MHz, CDCl3) δ) 8.47, 7.61, 7.18, 5.30, 3.05, 2.81, 2.78, 1.98, 1.33-1.19; (MS/CI) calcd for C16H19N4Br+H 348.3, found 347.1. The reactants are ClC=1C=C(N)C=CC1OC1=CC=C(C=C1)Cl (3-chloro-4-(4-chlorophenoxy)aniline), FC1=C(C(=O)N=C=O)C(=CC=C1)F (2,6-difluorobenzoyl isocyanate). As a reaction SMILES: [Cl:1][C:2]1[CH:3]=[C:4]([CH:6]=[CH:7][C:8]=1[O:9][C:10]1[CH:15]=[CH:14][C:13]([Cl:16])=[CH:12][CH:11]=1)[NH2:5].[F:17][C:18]1[CH:28]=[CH:27][CH:26]=[C:25]([F:29])[C:19]=1[C:20]([N:22]=[C:23]=[O:24])=[O:21]>C1(C)C=CC=CC=1>[F:17][C:18]1[CH:28]=[CH:27][CH:26]=[C:25]([F:29])[C:19]=1[C:20]([NH:22][C:23]([NH:5][C:4]1[CH:6]=[CH:7][C:8]([O:9][C:10]2[CH:15]=[CH:14][C:13]([Cl:16])=[CH:12][CH:11]=2)=[C:2]([Cl:1])[CH:3]=1)=[O:24])=[O:21]. The solvent is C1(=CC=CC=C1)C (toluene). The product is FC1=C(C(=O)NC(=O)NC2=CC(=C(C=C2)OC2=CC=C(C=C2)Cl)Cl)C(=CC=C1)F (N-(2,6-difluorobenzoyl)-N'-[4-(4-chlorophenoxy)-3-chlorophenyl]-urea). Isolated yield 77.2%. Reported procedure: At room temperature, 6.4 g of 3-chloro-4-(4-chlorophenoxy)aniline is dissolved in 50 ml of toluene. Subsequently, 4.7 g of 2,6-difluorobenzoyl isocyanate is dripped in, whereupon the temperature rises by 15° C. The mixture is then stirred for 1 hour at 50° C. and allowed to cool; the precipitate is then filtered off. There is obtained 8.5 g of N-(2,6-difluorobenzoyl)-N'-[4-(4-chlorophenoxy)-3-chlorophenyl]-urea of m.p. 194°-196° C. Run at temperature 50 celsius, time 1 hour. Starting materials: Brc1ccc(Br)nc1, CCB(CC)CC, C1CCOC1, [Na+], [OH-], OO. Yields the product CCc1ccc(Br)cn1. As a reaction SMILES: [Br:3][c:4]1[n:5][cH:6][c:7]([Br:10])[cH:8][cH:9]1.[CH2:11]([CH3:12])[B:13]([CH2:14][CH3:15])[CH2:16][CH3:17].[CH2:20]1[O:21][CH2:22][CH2:23][CH2:24]1.[Na+:2].[OH-:1].[OH:18][OH:19]>>[c:4]1([CH2:11][CH3:12])[n:5][cH:6][c:7]([Br:10])[cH:8][cH:9]1. Starting materials: COC(=O)c1ccc(S(C)(=O)=O)c(C(=O)Cl)c1Cl, N, C1COCCO1. Product: COC(=O)c1ccc(S(C)(=O)=O)c(C(N)=O)c1Cl. RXN SMILES: [Cl:2][c:3]1[c:4]([C:5](=[O:6])[O:7][CH3:8])[cH:9][cH:10][c:11]([S:16](=[O:17])(=[O:18])[CH3:19])[c:12]1[C:13](=[O:14])[Cl:15].[NH3:1].[O:20]1[CH2:21][CH2:22][O:23][CH2:24][CH2:25]1>>[NH2:1][C:13]([c:12]1[c:3]([Cl:2])[c:4]([C:5](=[O:6])[O:7][CH3:8])[cH:9][cH:10][c:11]1[S:16](=[O:17])(=[O:18])[CH3:19])=[O:14]. Reaction SMILES: [NH2:1][CH:2]([C:6]1[N:15]([CH2:16][C:17]2[CH:22]=[CH:21][CH:20]=[CH:19][CH:18]=2)[C:14](=[O:23])[C:13]2[C:8](=[CH:9][C:10]([Cl:24])=[CH:11][CH:12]=2)[N:7]=1)[CH:3]([CH3:5])[CH3:4].Br[CH2:26][C:27](=[O:41])[CH2:28][CH2:29][N:30]1[C:38](=[O:39])[C:37]2[C:32](=[CH:33][CH:34]=[CH:35][CH:36]=2)[C:31]1=[O:40].C(=O)([O-])[O-].[K+].[K+]>CN(C=O)C.O>[CH2:16]([N:15]1[C:14](=[O:23])[C:13]2[C:8](=[CH:9][C:10]([Cl:24])=[CH:11][CH:12]=2)[N:7]=[C:6]1[CH:2]([NH:1][CH2:26][C:27](=[O:41])[CH2:28][CH2:29][N:30]1[C:38](=[O:39])[C:37]2[C:32](=[CH:33][CH:34]=[CH:35][CH:36]=2)[C:31]1=[O:40])[CH:3]([CH3:5])[CH3:4])[C:17]1[CH:18]=[CH:19][CH:20]=[CH:21][CH:22]=1 |f:2.3.4|. Run in CN(C)C=O (DMF), O (water). Starting materials: NC(C(C)C)C1=NC2=CC(=CC=C2C(N1CC1=CC=CC=C1)=O)Cl (2-(1-amino-2-methyl-propyl)-3-benzyl-7-chloro-3H-quinazolin-4-one), BrCC(CCN1C(C2=CC=CC=C2C1=O)=O)=O (2-(4-bromo-3-oxo-butyl)-isoindole-1,3-dione), C([O-])([O-])=O.[K+].[K+] (potassium carbonate). Reaction conditions: time 80 minute. Product: C(C1=CC=CC=C1)N1C(=NC2=CC(=CC=C2C1=O)Cl)C(C(C)C)NCC(CCN1C(C2=CC=CC=C2C1=O)=O)=O (2-{4-[1-(3-Benzyl-7-chloro-4-oxo-3,4-dihydro-quinazolin-2-yl)-2-methyl-propylamino]-3-oxo-butyl}-isoindole-1,3-dione). Procedure details: A suspension of 2-(1-amino-2-methyl-propyl)-3-benzyl-7-chloro-3H-quinazolin-4-one (1.0 g, 2.93 mmol), 2-(4-bromo-3-oxo-butyl)-isoindole-1,3-dione (867 mg., 2.93 mmol, prepared as described in WO 89/10360), and potassium carbonate (405 mg, 2.93 mmol) in DMF (14 mL) was stirred at room temperature for 80 minutes. The reaction was diluted with water and the resulting white solid (1.6 g.) was used in the subsequent step without further purification. Starting materials: CC(C)(C)[O-], [Cl-], O=S(=O)(CCCCl)c1ccc(Cl)cn1, [K+], [NH4+], C1CCOC1. Product: O=S(=O)(c1ccc(Cl)cn1)C1CC1. As a reaction SMILES: [CH3:15][C:16]([CH3:17])([O-:18])[CH3:19].[Cl-:21].[Cl:1][c:2]1[cH:3][cH:4][c:5]([S:8](=[O:9])(=[O:10])[CH2:11][CH2:12][CH2:13][Cl:14])[n:6][cH:7]1.[K+:20].[NH4+:22].[O:23]1[CH2:24][CH2:25][CH2:26][CH2:27]1>>[Cl:1][c:2]1[cH:3][cH:4][c:5]([S:8](=[O:9])(=[O:10])[CH:11]2[CH2:12][CH2:13]2)[n:6][cH:7]1. Reactants: C(C)(=O)N1C(C(C2=CC=C(C=C12)C(=O)OCC)=C(C1=CC=CC=C1)OCC)=O (1-acetyl-3-(1-ethoxy-1-phenylmethylene)-6-ethoxycarbonyl-2-indolinone), N1(CCCC1)CC1=CC=C(N)C=C1 (4-(pyrrolidin-1-yl-methyl)-aniline). Yields the product N1(CCCC1)CC1=CC=C(N\C(\C2=CC=CC=C2)=C\2/C(NC3=CC(=CC=C23)C(=O)OCC)=O)C=C1 (3-Z-[1-(4-(pyrrolidin-1-yl-methyl)-anilino)-1-phenyl-methylene]-6-ethoxycarbonyl-2-indolinone). RXN SMILES: C([N:4]1[C:12]2[C:7](=[CH:8][CH:9]=[C:10]([C:13]([O:15][CH2:16][CH3:17])=[O:14])[CH:11]=2)[C:6](=[C:18](OCC)[C:19]2[CH:24]=[CH:23][CH:22]=[CH:21][CH:20]=2)[C:5]1=[O:28])(=O)C.[N:29]1([CH2:34][C:35]2[CH:41]=[CH:40][C:38]([NH2:39])=[CH:37][CH:36]=2)[CH2:33][CH2:32][CH2:31][CH2:30]1>>[N:29]1([CH2:34][C:35]2[CH:41]=[CH:40][C:38]([NH:39]/[C:18](=[C:6]3\[C:5](=[O:28])[NH:4][C:12]4[C:7]\3=[CH:8][CH:9]=[C:10]([C:13]([O:15][CH2:16][CH3:17])=[O:14])[CH:11]=4)/[C:19]3[CH:24]=[CH:23][CH:22]=[CH:21][CH:20]=3)=[CH:37][CH:36]=2)[CH2:33][CH2:32][CH2:31][CH2:30]1. Procedure details: Prepared from 1-acetyl-3-(1-ethoxy-1-phenylmethylene)-6-ethoxycarbonyl-2-indolinone and 4-(pyrrolidin-1-yl-methyl)-aniline Rf value: 0.1 (silica gel, methylene chloride/ethanol=5:1) C29H29N3O3